This data is from the Open Reaction Database (ORD), a public repository of structured organic reaction records. The task is: describe an organic reaction: reactants, conditions, products, and yield Reactants: CC(C)(C)OC(=O)Oc2ccc1ccccc1c2 (substrate), Cc1ccccc1B(O)O (effective_coupling_partner). The reagents and catalysts are dcypf. Run at temperature 60 celsius, time 4 hour. Yields the product Cc1ccccc1c3ccc2ccccc2c3. Reactants: ICc1ccccc1, S=C1SCC2Cc3ccccc3CN12, ClCCl, CC(C)OC(C)C. Product: c1ccc(CSC2=[N+]3Cc4ccccc4CC3CS2)cc1, [I-]. Reaction SMILES: [CH2:15]([c:16]1[cH:17][cH:18][cH:19][cH:20][cH:21]1)[I:22].[CH2:1]1[S:2][C:3](=[S:14])[N:4]2[CH2:5][c:6]3[cH:7][cH:8][cH:9][cH:10][c:11]3[CH2:12][CH:13]12.[CH2:30]([Cl:31])[Cl:32].[CH:23]([O:24][CH:25]([CH3:26])[CH3:27])([CH3:28])[CH3:29]>>[CH2:1]1[S:2][C:3]([S:14][CH2:15][c:16]2[cH:17][cH:18][cH:19][cH:20][cH:21]2)=[N+:4]2[CH2:5][c:6]3[cH:7][cH:8][cH:9][cH:10][c:11]3[CH2:12][CH:13]12.[I-:22]. Starting materials: [BH3-]C#N, CON=C(C)Cc1ccc(Oc2ccc(Cl)cc2)cc1, CC(=O)O, [Na+]. The product is CONC(C)Cc1ccc(Oc2ccc(Cl)cc2)cc1. RXN SMILES: [C:21]([BH3-:22])#[N:23].[CH3:1][O:2][N:3]=[C:4]([CH2:5][c:6]1[cH:7][cH:8][c:9]([O:12][c:13]2[cH:14][cH:15][c:16]([Cl:19])[cH:17][cH:18]2)[cH:10][cH:11]1)[CH3:20].[CH3:25][C:26](=[O:27])[OH:28].[Na+:24]>>[CH3:1][O:2][NH:3][CH:4]([CH2:5][c:6]1[cH:7][cH:8][c:9]([O:12][c:13]2[cH:14][cH:15][c:16]([Cl:19])[cH:17][cH:18]2)[cH:10][cH:11]1)[CH3:20]. Reactants: C(C)(C)(C)OC(=O)NCCC(=O)O (3-(tert-butoxycarbonylamino)propionic acid), N1=CC=CC=C1 (pyridine), C(C(=O)Cl)(=O)Cl (oxalyl chloride), BrC1=C(N)C=CC=C1 (o-bromoaniline). The reagents and catalysts are CN(C1=CC=NC=C1)C (4-dimethylaminopyridine), CN(C)C=O (DMF). The solvent is C(C)#N (acetonitrile), C([O-])(O)=O.[Na+] (sodium bicarbonate), C1CCOC1 (THF), C(C)N(CC)CC (triethylamine). Conditions: time 1 hour. Product: BrC1=C(C=CC=C1)NC(=O)CCCNC(=O)OC(C)(C)C (N-(2-bromophenyl)-3-(tert-butoxycarbonylamino)propanecarboxamide). Isolated yield 18.0%. As a reaction SMILES: [C:1]([O:5][C:6]([NH:8][CH2:9][CH2:10][C:11](O)=O)=[O:7])([CH3:4])([CH3:3])[CH3:2].N1C=CC=CC=1.[C:20](Cl)(=[O:24])C(Cl)=O.[Br:26][C:27]1[CH:33]=[CH:32][CH:31]=[CH:30][C:28]=1[NH2:29]>C1COCC1.CN(C=O)C.CN(C)C1C=CN=CC=1.C(#N)C.C(=O)(O)[O-].[Na+].C(N(CC)CC)C>[Br:26][C:27]1[CH:33]=[CH:32][CH:31]=[CH:30][C:28]=1[NH:29][C:20]([CH2:11][CH2:10][CH2:9][NH:8][C:6]([O:5][C:1]([CH3:2])([CH3:3])[CH3:4])=[O:7])=[O:24] |f:8.9|. Procedure details: To a solution of 3-(tert-butoxycarbonylamino)propionic acid (4.3 g) and pyridine (3.6 ml) in THF (40 ml) were added oxalyl chloride (3.0 ml) and DMF(3 drops) under ice-cooling, and the mixture was stirred at room temperature for 1 hour. To the obtained reaction solution were added o-bromoaniline (2.6 g), triethylamine (6.3 ml) and a solution of 4-dimethylaminopyridine (0.37 g) in acetonitrile (50 ml) under ice-cooling, and the mixture was stirred at room temperature for 20 hours. The reaction mi... Starting materials: BrB(Br)Br, CCCN1CCC(N(c2ccc(C(=O)N(CC)CC)cc2)c2cccc(OC)c2)CC1, ClCCl. The product is CCCN1CCC(N(c2ccc(C(=O)N(CC)CC)cc2)c2cccc(O)c2)CC1. Reaction SMILES: [B:32]([Br:33])([Br:34])[Br:35].[CH2:1]([CH3:2])[N:3]([C:4]([c:5]1[cH:6][cH:7][c:8]([N:11]([CH:12]2[CH2:13][CH2:14][N:15]([CH2:18][CH2:19][CH3:20])[CH2:16][CH2:17]2)[c:21]2[cH:22][c:23]([O:27][CH3:28])[cH:24][cH:25][cH:26]2)[cH:9][cH:10]1)=[O:29])[CH2:30][CH3:31].[Cl:36][CH2:37][Cl:38]>>[CH2:1]([CH3:2])[N:3]([C:4]([c:5]1[cH:6][cH:7][c:8]([N:11]([CH:12]2[CH2:13][CH2:14][N:15]([CH2:18][CH2:19][CH3:20])[CH2:16][CH2:17]2)[c:21]2[cH:22][c:23]([OH:27])[cH:24][cH:25][cH:26]2)[cH:9][cH:10]1)=[O:29])[CH2:30][CH3:31]. The reactants are Cl.FC1=CC=C(C=C1)C(C(CC1=CC=C(C=C1)C(F)(F)F)N)O ((1RS,2SR)-1-(4-fluorophenyl)-1-hydroxy-3-(4-(trifluoromethyl)phenyl)-2-propylamine hydrochloride), C(O)([O-])=O.[Na+] (sodium hydrogen carbonate), O=C1C2=CC=CC=C2C=2C(=CC=CC12)C(=O)O (9-oxo-9H-fluorene-4-carboxylic acid), C(C(=O)Cl)(=O)Cl (oxalyl chloride). Run in C(C)(=O)OCC (ethyl acetate), O (water), O1CCCC1 (tetrahydrofuran), CN(C=O)C (N,N-dimethylformamide). Run at time 30 minute. The product is FC1=CC=C(C=C1)C(C(CC1=CC=C(C=C1)C(F)(F)F)NC(=O)C1=CC=CC=2C(C3=CC=CC=C3C12)=O)O (N-((1RS,2SR)-2-(4-fluorophenyl)-2-hydroxy-1-((4-(trifluoromethyl)phenyl)methyl)ethyl)-9-oxo-9H-fluorene-4-carboxamide). The yield is 68.9%. RXN SMILES: [O:1]=[C:2]1[C:14]2[CH:13]=[CH:12][CH:11]=[C:10]([C:15](O)=[O:16])[C:9]=2[C:8]2[C:3]1=[CH:4][CH:5]=[CH:6][CH:7]=2.C(Cl)(=O)C(Cl)=O.Cl.[F:25][C:26]1[CH:31]=[CH:30][C:29]([CH:32]([OH:46])[CH:33]([NH2:45])[CH2:34][C:35]2[CH:40]=[CH:39][C:38]([C:41]([F:44])([F:43])[F:42])=[CH:37][CH:36]=2)=[CH:28][CH:27]=1.C(=O)([O-])O.[Na+]>O1CCCC1.C(OCC)(=O)C.O.CN(C)C=O>[F:25][C:26]1[CH:27]=[CH:28][C:29]([CH:32]([OH:46])[CH:33]([NH:45][C:15]([C:10]2[C:9]3[C:8]4[C:3](=[CH:4][CH:5]=[CH:6][CH:7]=4)[C:2](=[O:1])[C:14]=3[CH:13]=[CH:12][CH:11]=2)=[O:16])[CH2:34][C:35]2[CH:40]=[CH:39][C:38]([C:41]([F:44])([F:43])[F:42])=[CH:37][CH:36]=2)=[CH:30][CH:31]=1 |f:2.3,4.5|. Reported procedure: To a solution of 9-oxo-9H-fluorene-4-carboxylic acid (144 mg, 0.64 mmol) in tetrahydrofuran (5 ml) were added oxalyl chloride (0.11 ml, 1.72 mmol) and N,N-dimethylformamide (0.01 ml), and the mixture was stirred at room temperature for 30 min. The reaction solution was evaporated under reduced pressure. To a solution of the residue in ethyl acetate (5 ml) were added (1RS,2SR)-1-(4-fluorophenyl)-1-hydroxy-3-(4-(trifluoromethyl)phenyl)-2-propylamine hydrochloride (150 mg, 0.43 mmol) and saturated ...